This data is from the Open Reaction Database (ORD), a public repository of structured organic reaction records. The task is: describe an organic reaction: reactants, conditions, products, and yield Reactants: ClC=1C(=NC(=C(N1)Cl)C(C)(C)O)C(=O)N (3,5-dichloro-6-(1-hydroxy-1-methylethyl)pyrazine-2-carboxamide), N1=CC=CC=C1 (pyridine), S(=O)(=O)(C)Cl (mesyl chloride), [H][H] (hydrogen). The reagents and catalysts are [Pd] (palladium on carbon). Run in C1CCOC1 (THF), C(C)O (ethanol). Conditions: time 5 hour. The product is ClC=1C(=NC(=C(N1)Cl)C(C)C)C(=O)N (3,5-di-chloro-6-isopropylpyrazine-2-carboxamide). Yield: 25.6%. As a reaction SMILES: [Cl:1][C:2]1[C:3]([C:13]([NH2:15])=[O:14])=[N:4][C:5]([C:9](O)([CH3:11])[CH3:10])=[C:6]([Cl:8])[N:7]=1.N1C=CC=CC=1.S(Cl)(C)(=O)=O.[H][H]>[Pd].C1COCC1.C(O)C>[Cl:1][C:2]1[C:3]([C:13]([NH2:15])=[O:14])=[N:4][C:5]([CH:9]([CH3:11])[CH3:10])=[C:6]([Cl:8])[N:7]=1. Procedure: To a mixture of 3,5-dichloro-6-(1-hydroxy-1-methylethyl)pyrazine-2-carboxamide (2.64 g) and pyridine (30 mL), mesyl chloride (2.45 mL) was added under ice cooling. After stirring at room temperature for 5 hours, pyridine was distilled off under reduced pressure, and the resulting residue was partitioned using ethyl acetate and water. The resulting organic layer was washed with 10% aqueous citric acid, saturated aqueous sodium hydrogen carbonate and saturated aqueous sodium chloride, and dried ov... Starting materials: FC(C(=NO)C1=CC=C(C=C1)OC1=CC=CC=C1)(F)F (2,2,2-Trifluoro-1-(4-phenoxyphenyl)-ethanone oxime), FC(C(=NO)C1=CC=C(C=C1)OC1=CC=CC=C1)(F)F (2,2,2-trifluoro-1-(4-phenoxyphenyl)-ethanone oxime), Cl (HCl). Run in C(Cl)Cl (methylene chloride). Reaction conditions: time 4.5 hour. The product is FC(C(=NO)C1=CC=C(C=C1)OC)(F)F (2,2,2-trifluoro-1-(4-methoxyphenyl)-ethanone oxime). Yield: 122.9%. As a reaction SMILES: [F:1][C:2]([F:20])([F:19])[C:3]([C:6]1[CH:11]=[CH:10][C:9]([O:12][C:13]2C=CC=CC=2)=[CH:8][CH:7]=1)=[N:4][OH:5].Cl>C(Cl)Cl>[F:1][C:2]([F:19])([F:20])[C:3]([C:6]1[CH:11]=[CH:10][C:9]([O:12][CH3:13])=[CH:8][CH:7]=1)=[N:4][OH:5]. Procedure details: 2,2,2-Trifluoro-1-(4-phenoxyphenyl)-ethanone oxime (single isomer) 35 g (124 mmol) of 2,2,2-trifluoro-1-(4-phenoxyphenyl)-ethanone oxime (mixture of E- and Z-isomers) prepared according to the method described in example 80.1 is dissolved in 300 ml of methylene chloride. To the solution is added 1.1 ml of conc. HCl and stirred at room temperature for 4.5 hours. The reaction mixture is washed with water and brine, dried over MgSO4, and concentrated, yielding 33.4 g of 2,2,2-trifluoro-1-(4-methoxy... Starting materials: CC=1C=C(C=O)C=CC1 (3-methylbenzaldehyde), C(CC(=O)O)(=O)O (malonic acid), C(C)(=O)[O-].[NH4+] (ammonium acetate). The solvent is COCCO (2-methoxyethanol). Run at temperature 80 celsius. Yields the product NC(CC(=O)O)C1=CC(=CC=C1)C (3-Amino-3-(3-methylphenyl)propionic acid). Reaction SMILES: [CH3:1][C:2]1[CH:3]=[C:4]([CH:7]=[CH:8][CH:9]=1)[CH:5]=O.[C:10]([OH:16])(=[O:15])[CH2:11]C(O)=O.C([O-])(=O)C.[NH4+:21]>COCCO>[NH2:21][CH:5]([C:4]1[CH:7]=[CH:8][CH:9]=[C:2]([CH3:1])[CH:3]=1)[CH2:11][C:10]([OH:16])=[O:15] |f:2.3|. Reported procedure: 11.8 ml of 3-methylbenzaldehyde are added to a mixture of 10.4 g of malonic acid and 15.4 g of ammonium acetate in 150 ml of 2-methoxyethanol, and the mixture is heated overnight at 80° C. After cooling to RT, the precipitate formed is filtered off under suction, washed with ether and dried. 6.8 g of the expected product are obtained.